From a dataset of the Open Reaction Database (ORD), a public repository of structured organic reaction records. describe an organic reaction: reactants, conditions, products, and yield Reactants: O=[N+]([O-])c1ccc(Br)cc1Br, CCCCO, CC(C)N. The product is CC(C)Nc1cc(Br)ccc1[N+](=O)[O-]. RXN SMILES: [Br:1][c:2]1[c:3]([N+:9](=[O:10])[O-:11])[cH:4][cH:5][c:6]([Br:8])[cH:7]1.[CH2:16]([OH:17])[CH2:18][CH2:19][CH3:20].[CH3:12][CH:13]([CH3:14])[NH2:15]>>[c:2]1([NH:15][CH:13]([CH3:12])[CH3:14])[c:3]([N+:9](=[O:10])[O-:11])[cH:4][cH:5][c:6]([Br:8])[cH:7]1. Starting materials: CCO, CCOC(=O)c1cnn(Cc2nc(-c3cccc(C(F)(F)F)c3)cs2)c1, [Na+], C1CCOC1, [OH-]. Yields the product O=C(O)c1cnn(Cc2nc(-c3cccc(C(F)(F)F)c3)cs2)c1. As a reaction SMILES: [CH3:27][CH2:28][OH:29].[F:1][C:2]([c:3]1[cH:4][c:5](-[c:9]2[n:10][c:11]([CH2:14][n:15]3[n:16][cH:17][c:18]([C:20](=[O:21])[O:22][CH2:23][CH3:24])[cH:19]3)[s:12][cH:13]2)[cH:6][cH:7][cH:8]1)([F:25])[F:26].[Na+:31].[O:32]1[CH2:33][CH2:34][CH2:35][CH2:36]1.[OH-:30]>>[F:1][C:2]([c:3]1[cH:4][c:5](-[c:9]2[n:10][c:11]([CH2:14][n:15]3[n:16][cH:17][c:18]([C:20](=[O:21])[OH:22])[cH:19]3)[s:12][cH:13]2)[cH:6][cH:7][cH:8]1)([F:25])[F:26]. Product: CC1(C)C(C=C(Cl)Cl)C1C(=O)OCc1c(Cl)cccc1Br. Starting materials: Clc1cccc(Br)c1CBr, O=C([O-])[O-], CC(C)=O, CC1(C)C(C=C(Cl)Cl)C1C(=O)O, [K+], [K+], O. RXN SMILES: [Br:13][c:14]1[c:15]([CH2:16][Br:17])[c:18]([Cl:22])[cH:19][cH:20][cH:21]1.[C:23](=[O:24])([O-:25])[O-:26].[CH3:29][C:30](=[O:31])[CH3:32].[Cl:1][C:2](=[CH:3][CH:4]1[CH:5]([C:9](=[O:10])[OH:11])[C:6]1([CH3:7])[CH3:8])[Cl:12].[K+:27].[K+:28].[OH2:33]>>[Cl:1][C:2](=[CH:3][CH:4]1[CH:5]([C:9](=[O:10])[O:11][CH2:16][c:15]2[c:14]([Br:13])[cH:21][cH:20][cH:19][c:18]2[Cl:22])[C:6]1([CH3:7])[CH3:8])[Cl:12]. Reactants: NC(C#N)(CC)C1=CC=CC=C1 (2-Amino-2-phenylbutanenitrile), CO (MeOH), [H-].[Al+3].[Li+].[H-].[H-].[H-] (lithium aluminum hydride). The solvent is CCOCC (ether), C(Cl)Cl (CH2Cl2), CCOCC (ether). The product is C1(=CC=CC=C1)C(CN)(CC)N (2-Phenylbutane-1,2-diamine). Yield: 81.0%. RXN SMILES: [H-].[Al+3].[Li+].[H-].[H-].[H-].[NH2:7][C:8]([C:13]1[CH:18]=[CH:17][CH:16]=[CH:15][CH:14]=1)([CH2:11][CH3:12])[C:9]#[N:10].CO>CCOCC.C(Cl)Cl>[C:13]1([C:8]([NH2:7])([CH2:11][CH3:12])[CH2:9][NH2:10])[CH:18]=[CH:17][CH:16]=[CH:15][CH:14]=1 |f:0.1.2.3.4.5|. Procedure: To a stirred suspension of lithium aluminum hydride (LAH, 7.0 g) in 250 mL of ether is added dropwise a solution of the compound of step 1(10.0 g) in 10 mL of ether at −70° C. The reaction mixture is stirred at −60° C. to −70° C. until TLC (10% MeOH in CH2Cl2) shows the disappearance of the starting material. The excess LAH is destroyed by cautious addition of a saturated aqueous Na2SO4 solution. The resulting mixture is filtered and solid is washed with EtOAc. The filtrate is dried over Na2SO4 ...